This data is from the Open Reaction Database (ORD), a public repository of structured organic reaction records. The task is: describe an organic reaction: reactants, conditions, products, and yield Yields the product Cc1c(Br)c(=O)c(CN(C)CCc2ccccn2)c(C)n1Cc1c(F)cccc1F. RXN SMILES: [CH3:1][NH:2][CH2:3][CH2:4][c:5]1[n:6][cH:7][cH:8][cH:9][cH:10]1.[Cl:33][CH2:34][Cl:35].[F:11][c:12]1[c:13]([CH2:14][n:15]2[c:16]([CH3:27])[c:17]([Br:26])[c:18](=[O:25])[c:19]([CH:22]=[C:23]=[O:24])[c:20]2[CH3:21])[c:28]([F:32])[cH:29][cH:30][cH:31]1.[OH2:36]>>[CH3:1][N:2]([CH2:3][CH2:4][c:5]1[n:6][cH:7][cH:8][cH:9][cH:10]1)[CH2:22][c:19]1[c:18](=[O:25])[c:17]([Br:26])[c:16]([CH3:27])[n:15]([CH2:14][c:13]2[c:12]([F:11])[cH:31][cH:30][cH:29][c:28]2[F:32])[c:20]1[CH3:21]. Starting materials: CNCCc1ccccn1, ClCCl, Cc1c(Br)c(=O)c(C=C=O)c(C)n1Cc1c(F)cccc1F, O. Reactants: solution, C[Si](C)(C)C=[N+]=[N-] (trimethylsilyldiazomethane), [N+](=O)([O-])C1=CNC(C(=N1)C(=O)OC)=O (methyl 6-nitro-3-oxo-3,4-dihydro-2-pyrazinecarboxylate), Cl (hydrochloric acid), C(C)N(C(C)C)C(C)C (N-ethyldiisopropylamine). The solvent is CCCCCC (hexane), CO (methanol), O1CCOCC1 (dioxane). Run at time 15 hour. Product: COC=1C(=NC(=CN1)[N+](=O)[O-])C(=O)OC (methyl 3-methoxy-6-nitro-2-pyrazinecarboxylate). RXN SMILES: [N+:1]([C:4]1[N:9]=[C:8]([C:10]([O:12][CH3:13])=[O:11])[C:7](=[O:14])[NH:6][CH:5]=1)([O-:3])=[O:2].[CH2:15](N(C(C)C)C(C)C)C.C[Si](C=[N+]=[N-])(C)C.Cl>O1CCOCC1.CCCCCC.CO>[CH3:15][O:14][C:7]1[C:8]([C:10]([O:12][CH3:13])=[O:11])=[N:9][C:4]([N+:1]([O-:3])=[O:2])=[CH:5][N:6]=1. Reported procedure: In 2.0 L of dioxane was suspended 48.7 g of methyl 6-nitro-3-oxo-3,4-dihydro-2-pyrazinecarboxylate, to which were successively added 42.4 mL of N-ethyldiisopropylamine and 9.9 mL of methanol. Then, 122 mL of a 2.0 mol/L solution of trimethylsilyldiazomethane in hexane was added at room temperature, the mixture thus obtained was stirred at the same temperature as above for 15 hours, and the solvent was removed under reduced pressure. Then, 500 mL of ethyl acetate and 250 mL of water were added to... Reactants: Cc1cccc(CCC(N)C2CCC2)c1, CC#N, [K+], [K+], Cc1nc(N)nc(Cl)n1, O=C([O-])[O-]. Product: Cc1cccc(CCC(Nc2nc(C)nc(N)n2)C2CCC2)c1. RXN SMILES: [CH3:16][c:17]1[cH:18][c:19]([CH2:23][CH2:24][CH:25]([CH:26]2[CH2:27][CH2:28][CH2:29]2)[NH2:30])[cH:20][cH:21][cH:22]1.[CH3:31][C:32]#[N:33].[K+:10].[K+:11].[NH2:1][c:2]1[n:3][c:4]([CH3:9])[n:5][c:6]([Cl:8])[n:7]1.[O-:12][C:13]([O-:14])=[O:15]>>[NH2:1][c:2]1[n:3][c:4]([CH3:9])[n:5][c:6]([NH:30][CH:25]([CH2:24][CH2:23][c:19]2[cH:18][c:17]([CH3:16])[cH:22][cH:21][cH:20]2)[CH:26]2[CH2:27][CH2:28][CH2:29]2)[n:7]1. The reactants are FC(C(=O)O)(F)F (Trifluoroacetic acid), ClC1=C(C=CC(=C1)Cl)[C@@H](C)N1N=CC2=CC=C(C=C12)N1C[C@H](N(CC1)C(=O)[C@@H]1N(CCC1)C(=O)OC(C)(C)C)CO ((R)-t-butyl 2-((S)-4-(1-((R)-1-(2,4-dichlorophenyl)ethyl)-1H-indazol-6-yl)-2-(hydroxymethyl)piperazine-1-carbonyl)pyrrolidine-1-carboxylate). Solvent: ClCCl (dichloromethane). Conditions: time 30 minute. Product: ClC1=C(C=CC(=C1)Cl)[C@@H](C)N1N=CC2=CC=C(C=C12)N1C[C@H](N(CC1)C(=O)[C@@H]1NCCC1)CO (((S)-4-(1-((R)-1-(2,4-dichlorophenyl)ethyl)-1H-indazol-6-yl)-2-(hydroxymethyl)piperazin-1-yl)((R)-pyrrolidin-2-yl)methanone). The yield is 20.0%. RXN SMILES: FC(F)(F)C(O)=O.[Cl:8][C:9]1[CH:14]=[C:13]([Cl:15])[CH:12]=[CH:11][C:10]=1[C@H:16]([N:18]1[C:26]2[C:21](=[CH:22][CH:23]=[C:24]([N:27]3[CH2:32][CH2:31][N:30]([C:33]([C@H:35]4[CH2:39][CH2:38][CH2:37][N:36]4C(OC(C)(C)C)=O)=[O:34])[C@H:29]([CH2:47][OH:48])[CH2:28]3)[CH:25]=2)[CH:20]=[N:19]1)[CH3:17]>ClCCl>[Cl:8][C:9]1[CH:14]=[C:13]([Cl:15])[CH:12]=[CH:11][C:10]=1[C@H:16]([N:18]1[C:26]2[C:21](=[CH:22][CH:23]=[C:24]([N:27]3[CH2:32][CH2:31][N:30]([C:33]([C@H:35]4[CH2:39][CH2:38][CH2:37][NH:36]4)=[O:34])[C@H:29]([CH2:47][OH:48])[CH2:28]3)[CH:25]=2)[CH:20]=[N:19]1)[CH3:17]. Procedure: Trifluoroacetic acid (0.5 mL) was added to a solution of (R)-t-butyl 2-((S)-4-(1-((R)-1-(2,4-dichlorophenyl)ethyl)-1H-indazol-6-yl)-2-(hydroxymethyl)piperazine-1-carbonyl)pyrrolidine-1-carboxylate (0.072 g, 0.12 mol) in dichloromethane (2 mL) and the mixture was stirred at room temperature for 30 min. Excess solvent was removed in vacuo, and the residue was diluted with dichloromethane (15 mL). The organic layer was neutralized with saturated aqueous sodium bicarbonate, and the aqueous layer was...